The task is: describe an organic reaction: reactants, conditions, products, and yield. This data is from the Open Reaction Database (ORD), a public repository of structured organic reaction records. Starting materials: OC1C(F)(Cl)CCCC1(Cl)Br, FC1(Cl)CCC2OC2(Cl)C1, [Na+], [OH-], O. Product: FC1(Cl)CCC2OC2(Br)C1. As a reaction SMILES: [Br:11][C:12]1([Cl:13])[CH2:14][CH2:15][CH2:16][C:17]([Cl:18])([F:19])[CH:20]1[OH:21].[Cl:1][C:2]12[CH2:3][C:4]([F:9])([Cl:10])[CH2:5][CH2:6][CH:7]1[O:8]2.[Na+:23].[OH-:22].[OH2:24]>>[C:2]12([Br:11])[CH2:3][C:4]([F:9])([Cl:10])[CH2:5][CH2:6][CH:7]1[O:8]2. The reactants are COC(CC1=CC(=CC=C1)OCC[C@@H](C)N(CC(C1=CC=CC=C1)C1=CC=CC=C1)CC1=C(C(=CC=C1)C(F)(F)F)Cl)=O ((R)-2-(3-{3-[[2-chloro-3-(trifluoromethyl)benzyl](2,2-diphenylethyl)amino]-3-methyl-propoxy}-phenyl)acetic acid methyl ester), COC(CC1=CC(=CC=C1)OC[C@@H](CN(CC(C1=CC=CC=C1)C1=CC=CC=C1)CC1=C(C(=CC=C1)C(F)(F)F)Cl)C)=O ((R)-2-(3-{3-[[2-chloro-3-(trifluoromethyl)benzyl](2,2-diphenylethyl)amino]-2-methyl-propoxy}-phenyl)acetic acid methyl ester). The product is Cl.ClC1=C(CN([C@@H](CCOC=2C=C(C=CC2)CC(=O)O)C)CC(C2=CC=CC=C2)C2=CC=CC=C2)C=CC=C1C(F)(F)F ((R)-2-(3-{3-[[2Chloro-3-(trifluoromethyl)benzyl](2,2-diphenylethyl)amino]-3-methyl-propoxy}-phenyl)acetic acid hydrochloride salt). As a reaction SMILES: C[O:2][C:3](=[O:43])[CH2:4][C:5]1[CH:10]=[CH:9][CH:8]=[C:7]([O:11][CH2:12][CH2:13][C@H:14]([N:16]([CH2:31][C:32]2[CH:37]=[CH:36][CH:35]=[C:34]([C:38]([F:41])([F:40])[F:39])[C:33]=2[Cl:42])[CH2:17][CH:18]([C:25]2[CH:30]=[CH:29][CH:28]=[CH:27][CH:26]=2)[C:19]2[CH:24]=[CH:23][CH:22]=[CH:21][CH:20]=2)[CH3:15])[CH:6]=1.COC(=O)CC1C=CC=C(OC[C@H](C)CN(CC2C=CC=C(C(F)(F)F)C=2Cl)CC(C2C=CC=CC=2)C2C=CC=CC=2)C=1>>[ClH:42].[Cl:42][C:33]1[C:34]([C:38]([F:39])([F:40])[F:41])=[CH:35][CH:36]=[CH:37][C:32]=1[CH2:31][N:16]([CH2:17][CH:18]([C:25]1[CH:30]=[CH:29][CH:28]=[CH:27][CH:26]=1)[C:19]1[CH:20]=[CH:21][CH:22]=[CH:23][CH:24]=1)[C@H:14]([CH3:15])[CH2:13][CH2:12][O:11][C:7]1[CH:6]=[C:5]([CH2:4][C:3]([OH:43])=[O:2])[CH:10]=[CH:9][CH:8]=1 |f:2.3|. Procedure: Following the procedure of Example 44 step(e) except (R)-2-(3-{3-[[2-chloro-3-(trifluoromethyl)benzyl](2,2-diphenylethyl)amino]-3-methyl-propoxy}-phenyl)acetic acid methyl ester was used in step 44(e) instead of (R)-2-(3-{3-[[2-chloro-3-(trifluoromethyl)benzyl](2,2-diphenylethyl)amino]-2-methyl-propoxy}-phenyl)acetic acid methyl ester the title compound was isolated to give a white solid (100 mg, 89%). MS(ESI) 596.0 (M+). Starting materials: FC1=C(C(=CC=C1)O)C1=NC2=CC(=CC=C2C(=N1)N1C[C@@H](CC1)NC(OC(C)(C)C)=O)C (tert-butyl (R)-1-(2-(2-fluoro-6-hydroxyphenyl)-7-methylquinazolin-4-yl)pyrrolidin-3-ylcarbamate), C(=O)(C(F)(F)F)O (TFA), [OH-].[Na+] (NaOH). The solvent is C(Cl)Cl (CH2Cl2). Conditions: time 1 hour. Product: N[C@H]1CN(CC1)C1=NC(=NC2=CC(=CC=C12)C)C1=C(C=CC=C1F)O (2-(4-((R)-3-aminopyrrolidin-1-yl)-7-methylquinazolin-2-yl)-3-fluorophenol). Reaction SMILES: [F:1][C:2]1[CH:7]=[CH:6][CH:5]=[C:4]([OH:8])[C:3]=1[C:9]1[N:18]=[C:17]([N:19]2[CH2:23][CH2:22][C@@H:21]([NH:24]C(=O)OC(C)(C)C)[CH2:20]2)[C:16]2[C:11](=[CH:12][C:13]([CH3:32])=[CH:14][CH:15]=2)[N:10]=1.C(O)(C(F)(F)F)=O.[OH-].[Na+]>C(Cl)Cl>[NH2:24][C@@H:21]1[CH2:22][CH2:23][N:19]([C:17]2[C:16]3[C:11](=[CH:12][C:13]([CH3:32])=[CH:14][CH:15]=3)[N:10]=[C:9]([C:3]3[C:2]([F:1])=[CH:7][CH:6]=[CH:5][C:4]=3[OH:8])[N:18]=2)[CH2:20]1 |f:2.3|. Reported procedure: To a solution of tert-butyl (R)-1-(2-(2-fluoro-6-hydroxyphenyl)-7-methylquinazolin-4-yl)pyrrolidin-3-ylcarbamate (500 mg, 1.14 mmol) in CH2Cl2 (15 mL) was added TFA (5 mL). The mixture was stirred for 1 h and then neutralized with a 1 M NaOH solution, and the aqueous layer was extracted twice with CH2Cl2. The combined organic layers were dried over MgSO4, filtered, and concentrated. Purification via silica gel chromatography using 3-20% EtOAc/CH2Cl2 gave 2-(4-((R)-3-aminopyrrolidin-1-yl)-7-methy...